This data is from the Open Reaction Database (ORD), a public repository of structured organic reaction records. The task is: describe an organic reaction: reactants, conditions, products, and yield Reactants: [Cl-].[Na+] (sodium chloride), N1=CC=CC=C1 (pyridine), C(C)N=C=O (ethyl isocyanate), COCN1C2=C(SC3=C1C=C(C=C3)CNC=3C=NC=CC3)N=CC=N2 (10-methoxymethyl-8-[N-(pyridin-3-yl)aminomethyl]-10H-pyrazino[2,3-b][1,4]benzothiazine). The solvent is C1(=CC=CC=C1)C (toluene). Yields the product COCN1C2=C(SC3=C1C=C(C=C3)CN(C(=O)NCC)C=3C=NC=CC3)N=CC=N2 (N-(10-Methoxymethyl-10H-pyrazino[2,3-b][1,4]benzothiazin-8-ylmethyl)-N-(pyridin-3-yl)-N′-ethylurea). RXN SMILES: [CH3:1][O:2][CH2:3][N:4]1[C:9]2[CH:10]=[C:11]([CH2:14][NH:15][C:16]3[CH:17]=[N:18][CH:19]=[CH:20][CH:21]=3)[CH:12]=[CH:13][C:8]=2[S:7][C:6]2[N:22]=[CH:23][CH:24]=[N:25][C:5]1=2.N1C=CC=CC=1.[CH2:32]([N:34]=[C:35]=[O:36])[CH3:33].[Cl-].[Na+]>C1(C)C=CC=CC=1>[CH3:1][O:2][CH2:3][N:4]1[C:9]2[CH:10]=[C:11]([CH2:14][N:15]([C:16]3[CH:17]=[N:18][CH:19]=[CH:20][CH:21]=3)[C:35]([NH:34][CH2:32][CH3:33])=[O:36])[CH:12]=[CH:13][C:8]=2[S:7][C:6]2[N:22]=[CH:23][CH:24]=[N:25][C:5]1=2 |f:3.4|. Reported procedure: 341 mg of 10-methoxymethyl-8-[N-(pyridin-3-yl)aminomethyl]-10H-pyrazino[2,3-b][1,4]benzothiazine was dissolved in 5 ml of toluene. After adding 3 ml of pyridine and 1.9 ml of ethyl isocyanate, the reaction mixture was heated under reflux for 3 days. After the completion of the reaction, the reaction mixture was poured into a saturated aqueous solution of sodium chloride and extracted repeatedly with ethyl acetate. After distilling off the solvent under reduced pressure, the residue was purified ... Starting materials: C(C)O (ethanol), C1(=CC=CC=C1)C (toluene), C(CC)C1=CC=C(C=C1)C=CC1CCC(CC1)=O (4-(2-(4-n-propylphenyl)ethenyl)cyclohexanone). Reagents/catalysts: [Pd] (palladium/carbon). The solvent is [H][H] (hydrogen). The product is C(CC)C1=CC=C(C=C1)CCC1CCC(CC1)=O (4-(2-(4-n-propylphenyl)ethyl)cyclohexanone). Yield: 94.0%. RXN SMILES: C(O)C.C1(C)C=CC=CC=1.[CH2:11]([C:14]1[CH:19]=[CH:18][C:17]([CH:20]=[CH:21][CH:22]2[CH2:27][CH2:26][C:25](=[O:28])[CH2:24][CH2:23]2)=[CH:16][CH:15]=1)[CH2:12][CH3:13]>[H][H].[Pd]>[CH2:11]([C:14]1[CH:19]=[CH:18][C:17]([CH2:20][CH2:21][CH:22]2[CH2:23][CH2:24][C:25](=[O:28])[CH2:26][CH2:27]2)=[CH:16][CH:15]=1)[CH2:12][CH3:13]. Reported procedure: In a liquid mixture comprising 200 ml of ethanol and 200 ml of toluene was dissolved 42 g of the 4-(2-(4-n-propylphenyl)ethenyl)cyclohexanone mentioned above, 4 g of palladium/carbon (5%) was added as catalyst, and they were subjected to a catalytic reduction in hydrogen gas atmosphere. After finishing of the reaction, the catalyst was filtered off and the solvent was distilled off under a reduced pressure to obtain 39.8 g of 4-(2-(4-n-propylphenyl)ethyl)cyclohexanone. Reactants: FC=1C=C2C(C(=CNC2=NC1C1=CC=NC=C1)C(=O)OCC)=O (ethyl 6-fluoro-1,4-dihydro-4-oxo-7-(4-pyridyl)-1,8-naphthyridine-3-carboxylate), [H-].[Na+] (sodium hydride), C(C)I (ethyl iodide). Solvent: CN(C=O)C (dimethylformamide). Reaction conditions: time 1.5 hour. Yields the product C(C)N1C=C(C(C2=CC(=C(N=C12)C1=CC=NC=C1)F)=O)C(=O)OCC (ethyl 1-ethyl-6-fluoro-1,4-dihydro-4-oxo-7-(4-pyridyl)-1,8-naphthyridine-3-carboxylate). Yield: 73.3%. Reaction SMILES: [F:1][C:2]1[CH:3]=[C:4]2[C:9](=[N:10][C:11]=1[C:12]1[CH:17]=[CH:16][N:15]=[CH:14][CH:13]=1)[NH:8][CH:7]=[C:6]([C:18]([O:20][CH2:21][CH3:22])=[O:19])[C:5]2=[O:23].[H-].[Na+].[CH2:26](I)[CH3:27]>CN(C)C=O>[CH2:26]([N:8]1[C:9]2[C:4](=[CH:3][C:2]([F:1])=[C:11]([C:12]3[CH:13]=[CH:14][N:15]=[CH:16][CH:17]=3)[N:10]=2)[C:5](=[O:23])[C:6]([C:18]([O:20][CH2:21][CH3:22])=[O:19])=[CH:7]1)[CH3:27] |f:1.2|. Procedure details: A mixture containing 2.63 g of ethyl 6-fluoro-1,4-dihydro-4-oxo-7-(4-pyridyl)-1,8-naphthyridine-3-carboxylate, 0.42 g of 50% sodium hydride (dispersed in mineral oil) and 30 ml of dimethylformamide was heated at 50°-60° C. for 10 minutes. To the stirred mixture was added 1.31 g of ethyl iodide, and heating was continued for 1.5 hours. The reaction mixture was filtered and the filtrate was concentrated to dryness in vacuo and the residue was taken up in a mixture of chloroform and water. The chlo... The reactants are CNC(=O)NC (1,3-dimethylurea), CC(C(=O)O)C(=O)O (methyl malonic acid), C(C)(=O)OC(C)=O (acetic anhydride). Solvent: C(C)(=O)O (acetic acid). Reaction conditions: temperature 90 celsius. Product: CN1C(=O)N(C(=O)C(C1=O)C)C (1,3,5-trimethylbarbituric acid). The yield is 41.5%. Reaction SMILES: [CH3:1][NH:2][C:3]([NH:5][CH3:6])=[O:4].[CH3:7][CH:8]([C:12]([OH:14])=O)[C:9]([OH:11])=O.C(OC(=O)C)(=O)C>C(O)(=O)C>[CH3:1][N:2]1[C:9](=[O:11])[CH:8]([CH3:7])[C:12](=[O:14])[N:5]([CH3:6])[C:3]1=[O:4]. Procedure details: 75 g (0.85 mol) of 1,3-dimethylurea and 102 g (0.86 mol) of methyl malonic acid were dissolved in 300 ml of glacial acetic acid at 65° C. To the solution was added 330 ml of acetic anhydride, the temperature was gradually raised and the mixture was refluxed by heating at 90° C. for 6 hours. The reaction solution was concentrated under reduced pressure, and benzene was added to the residue. The crystals thus-deposited were collected by filtration and recrystallized from benzene to obtain 60 g of ...